Dataset: the Open Reaction Database (ORD), a public repository of structured organic reaction records. Task: describe an organic reaction: reactants, conditions, products, and yield The reactants are Cl.Cl.[C@@H]12N(C[C@@H](NC1)C2)C(=O)[C@@]2(C[C@@H](CC2)N[C@H]2CCOC[C@H]2OC)C2(CCC2)O (1,5-anhydro-2,3-dideoxy-3-{[(1R,3S)-3-[(1S,4S)-2,5-diazabicyclo[2.2.1]hept-2-ylcarbonyl]-3-(1-hydroxycyclobutyl)cyclopentyl]amino}-4-O-methyl-D-erythro-pentitol dihydrochloride), IC1=NC(=CN=C1)C(F)(F)F (2-iodo-6-trifluoromethylpyrazine), C([O-])([O-])=O.[Cs+].[Cs+] (cesium carbonate), CC1(C2=C(C(=CC=C2)P(C3=CC=CC=C3)C4=CC=CC=C4)OC5=C(C=CC=C51)P(C6=CC=CC=C6)C7=CC=CC=C7)C (XantPhos). The reagents and catalysts are [Pd].C(C1=CC=CC=C1)=CC(=O)C=CC1=CC=CC=C1.C(C1=CC=CC=C1)=CC(=O)C=CC1=CC=CC=C1.C(C1=CC=CC=C1)=CC(=O)C=CC1=CC=CC=C1 (tris(dibenzylideneacetone) palladium (0)). Solvent: O1CCOCC1 (dioxane), CS(=O)C (DMSO). The product is N (ammonia), OC1(CCC1)[C@]1(C[C@@H](CC1)N[C@H]1CCOC[C@H]1OC)C(=O)N1[C@@H]2CN([C@H](C1)C2)C2=NC(=CN=C2)C(F)(F)F (1,5-anhydro-2,3-dideoxy-3-{[(1R,3S)-3-(1-hydroxycyclobutyl)-3-({(1S,4S)-5-[6-(trifluoromethyl)pyrazin-2-yl]-2,5-diazabicyclo[2.2.1]hept-2-yl}carbonyl)cyclopentyl]amino}-4-O-methyl-D-erythro-pentitol). Isolated yield 82.0%. RXN SMILES: Cl.Cl.[C@H:3]12[CH2:9][C@H:6]([NH:7][CH2:8]1)[CH2:5][N:4]2[C:10]([C@@:12]1([C:26]2([OH:30])[CH2:29][CH2:28][CH2:27]2)[CH2:16][CH2:15][C@@H:14]([NH:17][C@@H:18]2[C@H:23]([O:24][CH3:25])[CH2:22][O:21][CH2:20][CH2:19]2)[CH2:13]1)=[O:11].I[C:32]1[CH:37]=[N:36][CH:35]=[C:34]([C:38]([F:41])([F:40])[F:39])[N:33]=1.C(=O)([O-])[O-].[Cs+].[Cs+].CC1(C)C2C(=C(P(C3C=CC=CC=3)C3C=CC=CC=3)C=CC=2)OC2C(P(C3C=CC=CC=3)C3C=CC=CC=3)=CC=CC1=2>O1CCOCC1.CS(C)=O.[Pd].C(=CC(C=CC1C=CC=CC=1)=O)C1C=CC=CC=1.C(=CC(C=CC1C=CC=CC=1)=O)C1C=CC=CC=1.C(=CC(C=CC1C=CC=CC=1)=O)C1C=CC=CC=1>[NH3:4].[OH:30][C:26]1([C@:12]2([C:10]([N:4]3[CH2:5][C@@H:6]4[CH2:9][C@H:3]3[CH2:8][N:7]4[C:32]3[CH:37]=[N:36][CH:35]=[C:34]([C:38]([F:41])([F:40])[F:39])[N:33]=3)=[O:11])[CH2:16][CH2:15][C@@H:14]([NH:17][C@@H:18]3[C@H:23]([O:24][CH3:25])[CH2:22][O:21][CH2:20][CH2:19]3)[CH2:13]2)[CH2:29][CH2:28][CH2:27]1 |f:0.1.2,4.5.6,10.11.12.13|. Reported procedure: A solution of 93 mg (0.20 mmol) of 1,5-anhydro-2,3-dideoxy-3-{[(1R,3S)-3-[(1S,4S)-2,5-diazabicyclo[2.2.1]hept-2-ylcarbonyl]-3-(1-hydroxycyclobutyl)cyclopentyl]amino}-4-O-methyl-D-erythro-pentitol dihydrochloride 121 mg (0.442 mmol) of 2-iodo-6-trifluoromethylpyrazine, 326 mg (1.0 mmol) of cesium carbonate, 24 mg (40 umol) of XantPhos, and 16 mg (28 umol) of tris(dibenzylideneacetone) palladium (0) in 0.8 mL of dioxane and 0.4 mL of DMSO was heated at 80 C under argon for 18 h, then cooled and pa... Starting materials: C(#N)C=1C=C(C(=O)OC)C=CC1OC (methyl 3-cyano-4-methoxybenzoate), Cl.NCC=1C=C(C(=O)OC)C=C(C1)OC (Methyl 3-(aminomethyl)-5-methoxybenzoate hydrochloride). Product: Cl.NCC=1C=C(C(=O)OC)C=CC1OC (Methyl 3-(aminomethyl)-4-methoxybenzoate hydrochloride). As a reaction SMILES: [C:1]([C:3]1[CH:4]=[C:5]([CH:10]=[CH:11][C:12]=1[O:13][CH3:14])[C:6]([O:8][CH3:9])=[O:7])#[N:2].[ClH:15].NCC1C=C(C=C(OC)C=1)C(OC)=O>>[ClH:15].[NH2:2][CH2:1][C:3]1[CH:4]=[C:5]([CH:10]=[CH:11][C:12]=1[O:13][CH3:14])[C:6]([O:8][CH3:9])=[O:7] |f:1.2,3.4|. Procedure details: Methyl 3-(aminomethyl)-4-methoxybenzoate hydrochloride was prepared from methyl 3-cyano-4-methoxybenzoate in an analogous manner to Intermediate 2. Starting materials: [N+](=O)([O-])C1=CC=C(C(=O)O[C@@H]2[C@H](C3=CC=CC=C3C2)NC2=NC(=C(N=C2CC)C2=C(C=C(C=C2)Cl)Cl)CC)C=C1 ((1S,2S)-1-{[5-(2,4-dichlorophenyl)-3,6-diethylpyrazin-2-yl]amino}-2,3-dihydro-1H-inden-2-yl 4-nitrobenzoate), C(C)C=1C(=NC(=CN1)CC)N[C@H]1[C@H](CC2=CC=CC=C12)O ((1R,2S)-1-[(3,6-diethylpyrazin-2-yl)amino]-2,3-dihydro-1H-inden-2-ol). The product is [N+](=O)([O-])C1=CC=C(C(=O)O[C@H]2[C@@H](C3=CC=CC=C3C2)NC2=NC(=C(N=C2CC)C2=C(C=C(C=C2)Cl)Cl)CC)C=C1 ((1R,2R)-1-{[5-(2,4-dichlorophenyl)-3,6-diethylpyrazin-2-yl]amino}-2,3-dihydro-1H-inden-2-yl 4-nitrobenzoate). As a reaction SMILES: [N+:1]([C:4]1[CH:40]=[CH:39][C:7]([C:8]([O:10][C@H:11]2[CH2:19][C:18]3[C:13](=[CH:14][CH:15]=[CH:16][CH:17]=3)[C@@H:12]2[NH:20][C:21]2[C:26]([CH2:27][CH3:28])=[N:25][C:24]([C:29]3[CH:34]=[CH:33][C:32]([Cl:35])=[CH:31][C:30]=3[Cl:36])=[C:23]([CH2:37][CH3:38])[N:22]=2)=[O:9])=[CH:6][CH:5]=1)([O-:3])=[O:2].C(C1C(N[C@@H]2C3C(=CC=CC=3)C[C@@H]2O)=NC(CC)=CN=1)C>>[N+:1]([C:4]1[CH:5]=[CH:6][C:7]([C:8]([O:10][C@@H:11]2[CH2:19][C:18]3[C:13](=[CH:14][CH:15]=[CH:16][CH:17]=3)[C@H:12]2[NH:20][C:21]2[C:26]([CH2:27][CH3:28])=[N:25][C:24]([C:29]3[CH:34]=[CH:33][C:32]([Cl:35])=[CH:31][C:30]=3[Cl:36])=[C:23]([CH2:37][CH3:38])[N:22]=2)=[O:9])=[CH:39][CH:40]=1)([O-:3])=[O:2]. Procedure: Following the procedure for the preparation of (1S,2S)-1-{[5-(2,4-dichlorophenyl)-3,6-diethylpyrazin-2-yl]amino}-2,3-dihydro-1H-inden-2-yl 4-nitrobenzoate but substituting (1R,2S)-1-[(3,6-diethylpyrazin-2-yl)amino]-2,3-dihydro-1H-inden-2-ol and making non-critical variations provided the title compound as a yellow solid. IR (diffuse reflectance) 1725, 1568, 1550, 1527, 1498, 1467, 1392, 1372, 1349, 1320, 1273, 1119, 1103, 1014, 719 cm−1; OAMS supporting ions at: ESI+ 577.1; MS (CI) m/z 577 (MH+)... The reactants are NC1=CC=C(C=C1)C1=NN2C(C=CC=C2NCCCC)=C1C1=NC(=NC=C1)NCCCC (N-{4-[2-(4-aminophenyl)-7-(butylamino)pyrazolo[1,5-a]pyridin-3-yl]-2-pyrimidinyl}-N-butylamine), C1(CCCCC1)=O (cyclohexanone), C(C)(=O)O (acetic acid), C(C)(=O)O[BH-](OC(C)=O)OC(C)=O.[Na+] (sodium triacetoxyborohydride), resultant solution, C([O-])(O)=O.[Na+] (sodium bicarbonate). The solvent is CCOCC (ether), ClCCCl (1,2-dichloroethane). The product is C(CCC)NC1=CC=CC=2N1N=C(C2C2=NC(=NC=C2)NCCCC)C2=CC=C(C=C2)NC2CCCCC2 (N-butyl-3-[2-(butylamino)-4-pyrimidinyl]-2-[4-(cyclohexylamino)phenyl]pyrazolo[1,5-a]pyridin-7-amine). Isolated yield 70.4%. RXN SMILES: [NH2:1][C:2]1[CH:7]=[CH:6][C:5]([C:8]2[C:21]([C:22]3[CH:27]=[CH:26][N:25]=[C:24]([NH:28][CH2:29][CH2:30][CH2:31][CH3:32])[N:23]=3)=[C:11]3[CH:12]=[CH:13][CH:14]=[C:15]([NH:16][CH2:17][CH2:18][CH2:19][CH3:20])[N:10]3[N:9]=2)=[CH:4][CH:3]=1.[C:33]1(=O)[CH2:38][CH2:37][CH2:36][CH2:35][CH2:34]1.C(O)(=O)C.C(O[BH-](OC(=O)C)OC(=O)C)(=O)C.[Na+].C(=O)(O)[O-].[Na+]>ClCCCl.CCOCC>[CH2:17]([NH:16][C:15]1[N:10]2[N:9]=[C:8]([C:5]3[CH:4]=[CH:3][C:2]([NH:1][CH:33]4[CH2:38][CH2:37][CH2:36][CH2:35][CH2:34]4)=[CH:7][CH:6]=3)[C:21]([C:22]3[CH:27]=[CH:26][N:25]=[C:24]([NH:28][CH2:29][CH2:30][CH2:31][CH3:32])[N:23]=3)=[C:11]2[CH:12]=[CH:13][CH:14]=1)[CH2:18][CH2:19][CH3:20] |f:3.4,5.6|. Reported procedure: A solution of N-{4-[2-(4-aminophenyl)-7-(butylamino)pyrazolo[1,5-a]pyridin-3-yl]-2-pyrimidinyl}-N-butylamine (62 mg, 0.15 mmol) in 1,2-dichloroethane (2 mL) was treated with cyclohexanone (0.02 mL, 0.22 mmol), acetic acid (0.04 mL, 0.72 mmol), and sodium triacetoxyborohydride (61 mg, 0.29 mmol). The resultant solution was stirred at room temperature for 18 hours. Saturated aqueous sodium bicarbonate was added dropwise followed by ether. The organic layer was washed with brine. The aqueous layer ... The reactants are BrC=1C=C2C=3CCC(CC3NC2=C(C1)C(N)=O)C(=O)OCC (ethyl 6-bromo-8-carbamoyl-2,3,4,9-tetrahydro-1H-carbazole-2-carboxylate), ClC=1C(C(=C(C(C1Cl)=O)C#N)C#N)=O (2,3-dichloro-5,6-dicyano-1,4-benzoquinone). Solvent: C1(=CC=CC=C1)C (toluene). Yields the product BrC=1C=C2C=3C=CC(=CC3NC2=C(C1)C(N)=O)C(=O)OCC (ethyl 6-bromo-8-carbamoyl-9H-carbazole-2-carboxylate). Isolated yield 118.4%. RXN SMILES: [Br:1][C:2]1[CH:3]=[C:4]2[C:12](=[C:13]([C:15](=[O:17])[NH2:16])[CH:14]=1)[NH:11][C:10]1[CH2:9][CH:8]([C:18]([O:20][CH2:21][CH3:22])=[O:19])[CH2:7][CH2:6][C:5]2=1.ClC1C(=O)C(C#N)=C(C#N)C(=O)C=1Cl>C1(C)C=CC=CC=1>[Br:1][C:2]1[CH:3]=[C:4]2[C:12](=[C:13]([C:15](=[O:17])[NH2:16])[CH:14]=1)[NH:11][C:10]1[CH:9]=[C:8]([C:18]([O:20][CH2:21][CH3:22])=[O:19])[CH:7]=[CH:6][C:5]2=1. Procedure: A stirred suspension of ethyl 6-bromo-8-carbamoyl-2,3,4,9-tetrahydro-1H-carbazole-2-carboxylate (3.93 g, 10.76 mmol) and 2,3-dichloro-5,6-dicyano-1,4-benzoquinone (5.37 g, 23.67 mmol) in toluene (60 mL) was heated at reflux for 4 h. The reaction mixture was cooled to room temperature and the solid was filtered, washed with toluene, and air-dried. The solid was suspended in ethyl acetate, the solid filtered, washed with MeOH and air-dried to furnish 4.6 g of ethyl 6-bromo-8-carbamoyl-9H-carbazole... Starting materials: CC(C)(C)OC(=O)N(Nc1nccc(I)c1C#N)C(=O)OC(C)(C)C, CCOC(C)=O, CC1(C)OB(c2ccc(NC(=O)Nc3cc(C(F)(F)F)ccc3F)cc2)OC1(C)C, [Na+], O=C([O-])O, C1COCCO1, O, c1ccc(P(c2ccccc2)(c2ccccc2)[Pd](P(c2ccccc2)(c2ccccc2)c2ccccc2)(P(c2ccccc2)(c2ccccc2)c2ccccc2)P(c2ccccc2)(c2ccccc2)c2ccccc2)cc1. The product is CC(C)(C)OC(=O)N(Nc1nccc(-c2ccc(NC(=O)Nc3cc(C(F)(F)F)ccc3F)cc2)c1C#N)C(=O)OC(C)(C)C. RXN SMILES: [C:1](#[N:2])[c:3]1[c:4]([NH:10][N:11]([C:12](=[O:13])[O:14][C:15]([CH3:16])([CH3:17])[CH3:18])[C:19](=[O:20])[O:21][C:22]([CH3:23])([CH3:24])[CH3:25])[n:5][cH:6][cH:7][c:8]1[I:9].[CH3:61][CH2:62][O:63][C:64](=[O:65])[CH3:66].[F:26][c:27]1[c:28]([NH:37][C:38](=[O:39])[NH:40][c:41]2[cH:42][cH:43][c:44]([B:47]3[O:48][C:49]([CH3:50])([CH3:51])[C:52]([CH3:53])([CH3:54])[O:55]3)[cH:45][cH:46]2)[cH:29][c:30]([C:33]([F:34])([F:35])[F:36])[cH:31][cH:32]1.[Na+:60].[O-:56][C:57]([OH:58])=[O:59].[O:67]1[CH2:68][CH2:69][O:70][CH2:71][CH2:72]1.[OH2:73].[cH:74]1[cH:75][cH:76][c:77]([P:78]([Pd:79]([P:80]([c:81]2[cH:82][cH:83][cH:84][cH:85][cH:86]2)([c:87]2[cH:88][cH:89][cH:90][cH:91][cH:92]2)[c:93]2[cH:94][cH:95][cH:96][cH:97][cH:98]2)([P:99]([c:100]2[cH:101][cH:102][cH:103][cH:104][cH:105]2)([c:106]2[cH:107][cH:108][cH:109][cH:110][cH:111]2)[c:112]2[cH:113][cH:114][cH:115][cH:116][cH:117]2)[P:118]([c:119]2[cH:120][cH:121][cH:122][cH:123][cH:124]2)([c:125]2[cH:126][cH:127][cH:128][cH:129][cH:130]2)[c:131]2[cH:132][cH:133][cH:134][cH:135][cH:136]2)([c:137]2[cH:138][cH:139][cH:140][cH:141][cH:142]2)[c:143]2[cH:144][cH:145][cH:146][cH:147][cH:148]2)[cH:149][cH:150]1>>[C:1](#[N:2])[c:3]1[c:4]([NH:10][N:11]([C:12](=[O:13])[O:14][C:15]([CH3:16])([CH3:17])[CH3:18])[C:19](=[O:20])[O:21][C:22]([CH3:23])([CH3:24])[CH3:25])[n:5][cH:6][cH:7][c:8]1-[c:44]1[cH:43][cH:42][c:41]([NH:40][C:38]([NH:37][c:28]2[c:27]([F:26])[cH:32][cH:31][c:30]([C:33]([F:34])([F:35])[F:36])[cH:29]2)=[O:39])[cH:46][cH:45]1.